From a dataset of the Open Reaction Database (ORD), a public repository of structured organic reaction records. describe an organic reaction: reactants, conditions, products, and yield The reactants are C1(CC1)S(=O)(=O)N1C(N(C=2C1=CC1=C(N=NS1)C2F)C2=C(C=C(C=C2)I)F)=O (7-(cyclopropylsulfonyl)-4-fluoro-5-(2-fluoro-4-iodophenyl)-5H-imidazo[4′,5′:4,5]benzo[1,2-d][1,2,3]thiadiazol-6(7H)-one), C[Si]([O-])(C)C.[K+] (potassium trimethylsilanolate). The solvent is C1CCOC1 (THF). Run at time 1 hour. Product: FC1=C(C(=CC2=C1N=NS2)NS(=O)(=O)C2CC2)NC2=C(C=C(C=C2)I)F (N-(4-fluoro-5-((2-fluoro-4-iodophenyl)amino)benzo[d][1,2,3]thiadiazol-6-yl)cyclopropanesulfonamide). Yield: 60.5%. RXN SMILES: [CH:1]1([S:4]([N:7]2[C:11]3=[CH:12][C:13]4[S:17][N:16]=[N:15][C:14]=4[C:18]([F:19])=[C:10]3[N:9]([C:20]3[CH:25]=[CH:24][C:23]([I:26])=[CH:22][C:21]=3[F:27])C2=O)(=[O:6])=[O:5])[CH2:3][CH2:2]1.C[Si](C)(C)[O-].[K+]>C1COCC1>[F:19][C:18]1[C:14]2[N:15]=[N:16][S:17][C:13]=2[CH:12]=[C:11]([NH:7][S:4]([CH:1]2[CH2:3][CH2:2]2)(=[O:5])=[O:6])[C:10]=1[NH:9][C:20]1[CH:25]=[CH:24][C:23]([I:26])=[CH:22][C:21]=1[F:27] |f:1.2|. Reported procedure: To a solution of 7-(cyclopropylsulfonyl)-4-fluoro-5-(2-fluoro-4-iodophenyl)-5H-imidazo[4′,5′:4,5]benzo[1,2-d][1,2,3]thiadiazol-6(7H)-one (70 mg, 0.13 mmol) in THF (5 mL) was added potassium trimethylsilanolate (17 mg, 0.13 mmol). After stirring at room temperature for 1 h, the reaction was quenched with saturated NH4Cl (aq.). The aqueous layer was extracted with ethyl acetate (6 mL×2). The combined organic phase was washed with brine (10 mL), dried over Na2SO4, filtered and concentrated in vacuo...